This data is from the Open Reaction Database (ORD), a public repository of structured organic reaction records. The task is: describe an organic reaction: reactants, conditions, products, and yield Product: FC(C(=O)[O-])(F)F.FC(C(=O)[O-])(F)F.[NH3+]C(N(CC(=O)NCCC[P+](C1=CC=CC=C1)(C1=CC=CC=C1)C1=CC=CC=C1)C)=N (N2-[ammonio(imino)methyl]-N2-methyl-N-[3-(triphenylphosphonio)propyl]glycinamide bis(trifluoroacetate)). Reported procedure: N2—{(E)-[(tert-butoxycarbonyl)amino][(tert-butoxycarbonyl)imino]methyl}-N2-methyl-N-[3-(triphenylphosphonio)propyl]glycinamide bromide (290 mg, 0.41 mmol) was dissolved in trifluoroacetic acid (1 ml, 10 mmol). After 20 minutes at room temperature, the volatiles were removed under vacuum, and the crude was purified with reverse phase preparative HPLC to give the title compound in a 31% yield. Isolated yield 31.0%. Reactants: C(C)(C)(C)OC(=O)N\C(\N(CC(=O)NCCC[P+](C1=CC=CC=C1)(C1=CC=CC=C1)C1=CC=CC=C1)C)=N/C(=O)OC(C)(C)C.[Br-] (N2—{(E)-[(tert-butoxycarbonyl)amino][(tert-butoxycarbonyl)imino]methyl}-N2-methyl-N-[3-(triphenylphosphonio)propyl]glycinamide bromide), FC(C(=O)O)(F)F (trifluoroacetic acid). Reaction conditions: time 20 minute. As a reaction SMILES: C(OC([NH:8]/[C:9](=[N:38]\C(OC(C)(C)C)=O)/[N:10]([CH3:37])[CH2:11][C:12]([NH:14][CH2:15][CH2:16][CH2:17][P+:18]([C:31]1[CH:36]=[CH:35][CH:34]=[CH:33][CH:32]=1)([C:25]1[CH:30]=[CH:29][CH:28]=[CH:27][CH:26]=1)[C:19]1[CH:24]=[CH:23][CH:22]=[CH:21][CH:20]=1)=[O:13])=O)(C)(C)C.[Br-].[F:47][C:48]([F:53])([F:52])[C:49]([OH:51])=[O:50]>>[F:47][C:48]([F:53])([F:52])[C:49]([O-:51])=[O:50].[F:47][C:48]([F:53])([F:52])[C:49]([O-:51])=[O:50].[NH3+:38][C:9](=[NH:8])[N:10]([CH3:37])[CH2:11][C:12]([NH:14][CH2:15][CH2:16][CH2:17][P+:18]([C:19]1[CH:24]=[CH:23][CH:22]=[CH:21][CH:20]=1)([C:25]1[CH:26]=[CH:27][CH:28]=[CH:29][CH:30]=1)[C:31]1[CH:36]=[CH:35][CH:34]=[CH:33][CH:32]=1)=[O:13] |f:0.1,3.4.5|. Reactants: BrC1=CC(=CC=C1)CBr (1-bromo-3-(bromomethyl)benzene), C1(CCCCC1)N (cyclohexylamine), C([O-])([O-])=O.[Cs+].[Cs+] (cesium carbonate). Conditions: time 18 hour. Yields the product BrC=1C=C(CNC2CCCCC2)C=CC1 (N-(3-bromobenzyl)cyclohexylamine). As a reaction SMILES: [Br:1][C:2]1[CH:7]=[CH:6][CH:5]=[C:4]([CH2:8]Br)[CH:3]=1.[CH:10]1([NH2:16])[CH2:15][CH2:14][CH2:13][CH2:12][CH2:11]1.C(=O)([O-])[O-].[Cs+].[Cs+]>>[Br:1][C:2]1[CH:3]=[C:4]([CH:5]=[CH:6][CH:7]=1)[CH2:8][NH:16][CH:10]1[CH2:15][CH2:14][CH2:13][CH2:12][CH2:11]1 |f:2.3.4|. Reported procedure: Reaction of 1-bromo-3-(bromomethyl)benzene with cyclohexylamine following the method described in Example 9 except cesium carbonate was used as base and at 90° C. for 18 h gave N-(3-bromobenzyl)cyclohexylamine as a white solid. Yield (0.70 g, 65%): 1H NMR (400 MHz, CD3OD) δ 7.53 (t, J=1.6 Hz, 1H), 7.38-7.41 (m, 1H), 7.29 (d, J=7.6 Hz, 1H), 7.23 (t, J=8.0 Hz, 1H), 3.73 (s, 2H), 2.38-2.46 (m, 1H), 1.92-1.95 (m, 2H), 1.70-1.78 (m, 2H), 1.58-1.66 (m, 1H), 1.06-1.30 (m, 5H). The reactants are Cc1ccc(S(=O)(=O)OCc2c(SCc3ccc(C(C)(C)C)cc3)oc3ccccc3c2=O)cc1, CCCC[N+](CCCC)(CCCC)CCCC, [F-]. Yields the product CC(C)(C)c1ccc(CSc2oc3ccccc3c(=O)c2CF)cc1. As a reaction SMILES: [C:1]([CH3:2])([CH3:3])([CH3:4])[c:5]1[cH:6][cH:7][c:8]([CH2:9][S:10][c:11]2[o:12][c:13]3[cH:14][cH:15][cH:16][cH:17][c:18]3[c:19](=[O:33])[c:20]2[CH2:21][O:22][S:23]([c:24]2[cH:25][cH:26][c:27]([CH3:28])[cH:29][cH:30]2)(=[O:31])=[O:32])[cH:34][cH:35]1.[CH3:37][CH2:38][CH2:39][CH2:40][N+:41]([CH2:42][CH2:43][CH2:44][CH3:45])([CH2:46][CH2:47][CH2:48][CH3:49])[CH2:50][CH2:51][CH2:52][CH3:53].[F-:36]>>[C:1]([CH3:2])([CH3:3])([CH3:4])[c:5]1[cH:6][cH:7][c:8]([CH2:9][S:10][c:11]2[o:12][c:13]3[cH:14][cH:15][cH:16][cH:17][c:18]3[c:19](=[O:33])[c:20]2[CH2:21][F:36])[cH:34][cH:35]1. Starting materials: CC=1C=C(C=C(C1)C)OC (3,5-dimethylanisole), BrN1C(CCC1=O)=O (N-bromosuccinimide), CS(=O)(=O)C1=CC=C(C=C1)O (4-methylsulfonylphenol), [H-].[Na+] (sodium hydride). Reagents/catalysts: C(C1=CC=CC=C1)(=O)OOC(C1=CC=CC=C1)=O (benzoyl peroxide). The solvent is C(Cl)(Cl)(Cl)Cl (carbon tetrachloride), CCCCCC (hexane), O (water). Yields the product CS(=O)(=O)C1=CC=C(OCC2=CC(=CC(=C2)C)OC)C=C1 (1-(4-methanesulfonylphenoxymethy)-3-methoxy-5-methylbenzene). Yield: 56.3%. As a reaction SMILES: [CH3:1][C:2]1[CH:3]=[C:4]([O:9][CH3:10])[CH:5]=[C:6]([CH3:8])[CH:7]=1.BrN1C(=O)CCC1=O.[CH3:19][S:20]([C:23]1[CH:28]=[CH:27][C:26]([OH:29])=[CH:25][CH:24]=1)(=[O:22])=[O:21].[H-].[Na+]>C(Cl)(Cl)(Cl)Cl.C(OOC(=O)C1C=CC=CC=1)(=O)C1C=CC=CC=1.CCCCCC.O>[CH3:19][S:20]([C:23]1[CH:28]=[CH:27][C:26]([O:29][CH2:1][C:2]2[CH:7]=[C:6]([CH3:8])[CH:5]=[C:4]([O:9][CH3:10])[CH:3]=2)=[CH:25][CH:24]=1)(=[O:21])=[O:22] |f:3.4|. Procedure: To a solution of 5.0 g (36.7 mmol) of 3,5-dimethylanisole in carbon tetrachloride (35 mL) was added 5.2 g (29.4 mmol) of N-bromosuccinimide and 0.2 g (0.74 mmol) of benzoyl peroxide at room temperature, followed by heating under reflux for 2 hours. The reaction mixture was left standing to cool and then filtered. The filtrate was concentrated under a reduced pressure. The obtained residue was dissolved in ethanol (7.5 mL), and treated with 4.5 g (26.1 mmol) of 4-methylsulfonylphenol and 7.5 mL (...